The task is: describe an organic reaction: reactants, conditions, products, and yield. This data is from the Open Reaction Database (ORD), a public repository of structured organic reaction records. The reactants are CCCCCC (hexane), [BH4-].[Na+] (sodium borohydride), C(CCCCCCCC)OC1=C(C=O)C=CC=C1 (2-nonyloxybenzaldehyde). Solvent: C(C)O (ethanol). Conditions: time 17.5 minute. The product is C(CCCCCCCC)OC1=C(CO)C=CC=C1 (2-nonyloxybenzylalcohol). As a reaction SMILES: [CH2:1]([O:10][C:11]1[CH:18]=[CH:17][CH:16]=[CH:15][C:12]=1[CH:13]=[O:14])[CH2:2][CH2:3][CH2:4][CH2:5][CH2:6][CH2:7][CH2:8][CH3:9].[BH4-].[Na+].CCCCCC>C(O)C>[CH2:1]([O:10][C:11]1[CH:18]=[CH:17][CH:16]=[CH:15][C:12]=1[CH2:13][OH:14])[CH2:2][CH2:3][CH2:4][CH2:5][CH2:6][CH2:7][CH2:8][CH3:9] |f:1.2|. Reported procedure: was alkylated by mixing this compound with 1-bromononane (180 g), anhydrous potassium carbonate and dimethylformamide 800 mL). This mixture was heated at 80° C. for 14 hours. Hexane and water were then added and the hexane extract was concentrated and the residue was distilled to yield the 2-nonyloxybenzaldehyde (210 g , bp 121° C. (0.3 mm Hg). A solution of 2-nonyloxybenzaldehyde prepared above (100 g) in ethanol (1000 mL) at 10° C. was reduced by treating with an excess of sodium borohydride (... The reactants are [OH-].[Na+] (sodium hydroxide), Cl (hydrochloric acid), ClCC1=CC=C(COC2=CC=C(C=C2)CCC(=O)OC)C=C1 (methyl 3-(4-{[4-(chloromethyl)benzyl]-oxy}phenyl)propanoate), ClC1=CC=C(C=C1)C=1N=C(OC1C)NCC (4-(4-chlorophenyl)-N-ethyl-5-methyl-1,3-oxazole-2-amine), C([O-])([O-])=O.[K+].[K+] (potassium carbonate). Run in CO (methanol), O (Water), CN(C=O)C (N,N-dimethylformamide), CN(C=O)C (N,N-dimethylformamide). Reaction conditions: temperature 70 celsius, time 66 hour. Yields the product ClC1=CC=C(C=C1)C=1N=C(OC1C)N(CC)CC1=CC=C(COC2=CC=C(C=C2)CCC(=O)O)C=C1 (3-{4-[(4-{[[4-(4-chlorophenyl)-5-methyl-1,3-oxazol-2-yl](ethyl)amino]methyl}benzyl)oxy]phenyl}propanoic acid). The yield is 5.7%. RXN SMILES: Cl[CH2:2][C:3]1[CH:22]=[CH:21][C:6]([CH2:7][O:8][C:9]2[CH:14]=[CH:13][C:12]([CH2:15][CH2:16][C:17]([O:19]C)=[O:18])=[CH:11][CH:10]=2)=[CH:5][CH:4]=1.[Cl:23][C:24]1[CH:29]=[CH:28][C:27]([C:30]2[N:31]=[C:32]([NH:36][CH2:37][CH3:38])[O:33][C:34]=2[CH3:35])=[CH:26][CH:25]=1.C(=O)([O-])[O-].[K+].[K+].[OH-].[Na+].Cl>CN(C)C=O.CO.O>[Cl:23][C:24]1[CH:25]=[CH:26][C:27]([C:30]2[N:31]=[C:32]([N:36]([CH2:2][C:3]3[CH:22]=[CH:21][C:6]([CH2:7][O:8][C:9]4[CH:14]=[CH:13][C:12]([CH2:15][CH2:16][C:17]([OH:19])=[O:18])=[CH:11][CH:10]=4)=[CH:5][CH:4]=3)[CH2:37][CH3:38])[O:33][C:34]=2[CH3:35])=[CH:28][CH:29]=1 |f:2.3.4,5.6|. Reported procedure: To a solution of methyl 3-(4-{[4-(chloromethyl)benzyl]-oxy}phenyl)propanoate (50 mg, 0.16 mmol) in N,N-dimethylformamide (1 mL) were added a solution of 4-(4-chlorophenyl)-N-ethyl-5-methyl-1,3-oxazole-2-amine (45 mg, 0.19 mmol) in N,N-dimethylformamide (0.5 mL) and potassium carbonate (33 mg, 0.24 mmol), and the mixture was stirred at 70° C. for 66 hr. Water (2 mL) was added to the reaction mixture and the mixture was extracted with dichloromethane (2 mL). The organic layer was concentrated unde... The product is Cc1ccc(NC(C(=O)O)C(C)C)c(F)c1. Reaction SMILES: [Br:1][CH:2]([C:3](=[O:4])[OH:5])[CH:6]([CH3:7])[CH3:8].[C:12](=[O:13])([O-:14])[O-:15].[CH3:27][OH:28].[CH3:29][N:30]([CH3:31])[P:32](=[O:33])([N:34]([CH3:35])[CH3:36])[N:37]([CH3:38])[CH3:39].[CH3:9][O-:10].[F:18][c:19]1[c:20]([NH2:21])[cH:22][cH:23][c:24]([CH3:26])[cH:25]1.[K+:16].[K+:17].[Na+:11]>>[CH:2]([C:3](=[O:4])[OH:5])([CH:6]([CH3:7])[CH3:8])[NH:21][c:20]1[c:19]([F:18])[cH:25][c:24]([CH3:26])[cH:23][cH:22]1. Reactants: CC(C)C(Br)C(=O)O, O=C([O-])[O-], CO, CN(C)P(=O)(N(C)C)N(C)C, C[O-], Cc1ccc(N)c(F)c1, [K+], [K+], [Na+]. Starting materials: COC(=O)c1nc(C(=O)OC)c2cccnc2c1OC(=O)c1ccccc1, CCOCC, CO, NCc1ccccc1. Product: COC(=O)c1nc(C(=O)OC)c2cccnc2c1O. As a reaction SMILES: [C:1](=[O:2])([c:3]1[cH:4][cH:5][cH:6][cH:7][cH:8]1)[O:9][c:10]1[c:11]([C:24](=[O:25])[O:26][CH3:27])[n:12][c:13]([C:20](=[O:21])[O:22][CH3:23])[c:14]2[cH:15][cH:16][cH:17][n:18][c:19]12.[CH3:36][CH2:37][O:38][CH2:39][CH3:40].[CH3:41][OH:42].[NH2:28][CH2:29][c:30]1[cH:31][cH:32][cH:33][cH:34][cH:35]1>>[OH:9][c:10]1[c:11]([C:24](=[O:25])[O:26][CH3:27])[n:12][c:13]([C:20](=[O:21])[O:22][CH3:23])[c:14]2[cH:15][cH:16][cH:17][n:18][c:19]12.